This data is from the Open Reaction Database (ORD), a public repository of structured organic reaction records. The task is: describe an organic reaction: reactants, conditions, products, and yield Reactants: C(C)O (ethanol), C1(=CC=CC=C1)C=1C=NN(C1C1=CC=CC=C1)CC(=O)OCC (ethyl 4,5-diphenyl-1-H-pyrazole-1-acetate), C(C)O (ethanol), [OH-].[Na+] (sodium hydroxide), Cl (HCl). Run in O (water), O (water). Yields the product C1(=CC=CC=C1)C=1C=NN(C1C1=CC=CC=C1)CC(=O)O (4,5-diphenyl-1H-pyrazole-1-acetic acid). Yield: 93.4%. Reaction SMILES: [C:1]1([C:7]2[CH:8]=[N:9][N:10]([CH2:18][C:19]([O:21]CC)=[O:20])[C:11]=2[C:12]2[CH:17]=[CH:16][CH:15]=[CH:14][CH:13]=2)[CH:6]=[CH:5][CH:4]=[CH:3][CH:2]=1.C(O)C.[OH-].[Na+].Cl>O>[C:1]1([C:7]2[CH:8]=[N:9][N:10]([CH2:18][C:19]([OH:21])=[O:20])[C:11]=2[C:12]2[CH:13]=[CH:14][CH:15]=[CH:16][CH:17]=2)[CH:2]=[CH:3][CH:4]=[CH:5][CH:6]=1 |f:2.3|. Reported procedure: Twelve grams (0.04 mol) of ethyl 4,5-diphenyl-1-H-pyrazole-1-acetate of example 1 was refluxed in 40 mL of water, 40 mL of ethanol and 5 mL of 35% aqueous sodium hydroxide for 1.5 hours. The ethanol was stripped off, water was added, and the slurry was acidified with excess 6N HCl. The resulting precipitate was filtered off and rinsed with water to yield 10.4 g of free acid, mp 169°-170° C. The reactants are [Br-], CCCC[N+](CCCC)(CCCC)CCCC, COC(=O)c1cc([N+](=O)[O-])c(N)c(Cl)c1F, CCOC(C)=O, [N-]=[N+]=[N-], [Na+], CN(C)C=O. Product: COC(=O)c1cc([N+](=O)[O-])c(N)c(Cl)c1N=[N+]=[N-]. As a reaction SMILES: [Br-:26].[CH2:27]([N+:28]([CH2:29][CH2:30][CH2:31][CH3:32])([CH2:33][CH2:34][CH2:35][CH3:36])[CH2:37][CH2:38][CH2:39][CH3:40])[CH2:41][CH2:42][CH3:43].[CH3:1][O:2][C:3]([c:4]1[c:5]([F:15])[c:6]([Cl:14])[c:7]([NH2:13])[c:8]([N+:10](=[O:11])[O-:12])[cH:9]1)=[O:16].[CH3:44][CH2:45][O:46][C:47]([CH3:48])=[O:49].[N-:18]=[N+:19]=[N-:20].[Na+:17].[O:21]=[CH:22][N:23]([CH3:24])[CH3:25]>>[CH3:1][O:2][C:3]([c:4]1[c:5]([N:18]=[N+:19]=[N-:20])[c:6]([Cl:14])[c:7]([NH2:13])[c:8]([N+:10](=[O:11])[O-:12])[cH:9]1)=[O:16]. Reactants: Cl.C[Si](C)(C)C#CC1NC2=CC=CC=C2C(=N1)N (1,2-Dihydro-2-(trimethylsilylethyny)-4-quinazolinamine hydrochloride), [F-].C(C)(C)(C)[NH3+] (tert-butyl-ammonium fluoride). Run in C1CCOC1 (THF). Run at time 2 hour. Product: Cl.C(#C)C1NC2=CC=CC=C2C(=N1)N (2-Ethynyl-1,2-dihydro-4-quinazolinamine hydrochloride). As a reaction SMILES: [ClH:1].C[Si]([C:6]#[C:7][CH:8]1[N:17]=[C:16]([NH2:18])[C:15]2[C:10](=[CH:11][CH:12]=[CH:13][CH:14]=2)[NH:9]1)(C)C.[F-].C([NH3+])(C)(C)C>C1COCC1>[ClH:1].[C:7]([CH:8]1[N:17]=[C:16]([NH2:18])[C:15]2[C:10](=[CH:11][CH:12]=[CH:13][CH:14]=2)[NH:9]1)#[CH:6] |f:0.1,2.3,5.6|. Reported procedure: A suspension of 1,2-dihydro-2-(trimethylsilylethynyl)-4-quinazolinamine hydrochloride (Example 24, 0.6 g, 2.14 mmol) in THF (30 ml) was treated with tert-butyl-ammonium fluoride (1.0M in THF, 2.36 ml) and stirred for 2 h. The mixture was evaporated and purified by flash chromatography on untreated neutral alumina eluting with 20% methanol/dichloromethane to give, after crystallisation with ethanol/ether, the product as a yellow powder (90 mg), m.p. 198°-200° C. (dec.). Starting materials: [H-].C(C(C)C)[Al+]CC(C)C (diisobutylaluminum hydride), C(C1=CC=CC=C1)O[C@H]([C@H](CC1=CC(=CC(=C1)F)F)N(CC1=CC=CC=C1)CC1=CC=CC=C1)[C@H]1COC([C@@H](N1)C)=O ((3S,5R)-5-[(1S,2S)-1-benzyloxy-2-dibenzylamino-3-(3,5-difluorophenyl)-propyl]-3-methylmorpholin-2-one). Solvent: C1(=CC=CC=C1)C (toluene). Reaction conditions: time 15 minute. The product is C(C1=CC=CC=C1)O[C@H]([C@H](CC1=CC(=CC(=C1)F)F)N(CC1=CC=CC=C1)CC1=CC=CC=C1)[C@H]1COC([C@@H](N1)C)O ((2RS,3S,5R)-5-[(1S,2S)-1-benzyloxy-2-dibenzylamino-3-(3,5-difluorophenyl)-propyl]-3-methylmorpholin-2-ol). Isolated yield 99.0%. As a reaction SMILES: [H-].C([Al+]CC(C)C)C(C)C.[CH2:11]([O:18][C@@H:19]([C@@H:45]1[NH:50][C@@H:49]([CH3:51])[C:48](=[O:52])[O:47][CH2:46]1)[C@@H:20]([N:30]([CH2:38][C:39]1[CH:44]=[CH:43][CH:42]=[CH:41][CH:40]=1)[CH2:31][C:32]1[CH:37]=[CH:36][CH:35]=[CH:34][CH:33]=1)[CH2:21][C:22]1[CH:27]=[C:26]([F:28])[CH:25]=[C:24]([F:29])[CH:23]=1)[C:12]1[CH:17]=[CH:16][CH:15]=[CH:14][CH:13]=1>C1(C)C=CC=CC=1>[CH2:11]([O:18][C@@H:19]([C@@H:45]1[NH:50][C@@H:49]([CH3:51])[CH:48]([OH:52])[O:47][CH2:46]1)[C@@H:20]([N:30]([CH2:31][C:32]1[CH:33]=[CH:34][CH:35]=[CH:36][CH:37]=1)[CH2:38][C:39]1[CH:44]=[CH:43][CH:42]=[CH:41][CH:40]=1)[CH2:21][C:22]1[CH:23]=[C:24]([F:29])[CH:25]=[C:26]([F:28])[CH:27]=1)[C:12]1[CH:13]=[CH:14][CH:15]=[CH:16][CH:17]=1 |f:0.1|. Reported procedure: Add diisobutylaluminum hydride (2.48 mL, 2.48 mmol, 1.0 M in toluene) to a solution of (3S,5R)-5-[(1S,2S)-1-benzyloxy-2-dibenzylamino-3-(3,5-difluorophenyl)-propyl]-3-methylmorpholin-2-one (1.09 g, 1.91 mmol) in dry toluene (20 mL) at −78° C. under nitrogen and stir at this temperature for 15 minutes. Quench by adding methanol (1.0 mL). Add saturated aqueous potassium sodium tartrate (Rochelle salt) and ethyl acetate, warm to room temperature and stir vigorously for 30 minutes. Separate the orga... The reactants are Nc1nccn2c(C3CCC3)nc(-c3ccc(Br)cc3)c12, C1COCCO1, O, c1ccc(P(c2ccccc2)(c2ccccc2)[Pd](P(c2ccccc2)(c2ccccc2)c2ccccc2)(P(c2ccccc2)(c2ccccc2)c2ccccc2)P(c2ccccc2)(c2ccccc2)c2ccccc2)cc1, OB(O)c1cc2ccccc2s1. Yields the product Nc1nccn2c(C3CCC3)nc(-c3ccc(-c4cc5ccccc5s4)cc3)c12. Reaction SMILES: [Br:1][c:2]1[cH:3][cH:4][c:5](-[c:8]2[n:9][c:10]([CH:18]3[CH2:19][CH2:20][CH2:21]3)[n:11]3[c:12]2[c:13]([NH2:17])[n:14][cH:15][cH:16]3)[cH:6][cH:7]1.[CH2:34]1[O:35][CH2:36][CH2:37][O:38][CH2:39]1.[OH2:40].[cH:41]1[cH:42][cH:43][c:44]([P:45]([Pd:46]([P:47]([c:48]2[cH:49][cH:50][cH:51][cH:52][cH:53]2)([c:54]2[cH:55][cH:56][cH:57][cH:58][cH:59]2)[c:60]2[cH:61][cH:62][cH:63][cH:64][cH:65]2)([P:66]([c:67]2[cH:68][cH:69][cH:70][cH:71][cH:72]2)([c:73]2[cH:74][cH:75][cH:76][cH:77][cH:78]2)[c:79]2[cH:80][cH:81][cH:82][cH:83][cH:84]2)[P:85]([c:86]2[cH:87][cH:88][cH:89][cH:90][cH:91]2)([c:92]2[cH:93][cH:94][cH:95][cH:96][cH:97]2)[c:98]2[cH:99][cH:100][cH:101][cH:102][cH:103]2)([c:104]2[cH:105][cH:106][cH:107][cH:108][cH:109]2)[c:110]2[cH:111][cH:112][cH:113][cH:114][cH:115]2)[cH:116][cH:117]1.[s:22]1[c:23]([B:31]([OH:32])[OH:33])[cH:24][c:25]2[c:26]1[cH:27][cH:28][cH:29][cH:30]2>>[c:2]1(-[c:23]2[s:22][c:26]3[c:25]([cH:24]2)[cH:30][cH:29][cH:28][cH:27]3)[cH:3][cH:4][c:5](-[c:8]2[n:9][c:10]([CH:18]3[CH2:19][CH2:20][CH2:21]3)[n:11]3[c:12]2[c:13]([NH2:17])[n:14][cH:15][cH:16]3)[cH:6][cH:7]1. The reactants are CN(C=1SC2=C(C1C(=O)C1=CC=C(C=C1)OCCN1CCCCC1)C=CC(=C2)OC)C ([2-dimethylamino-6-methoxybenzothien-3-yl][4-[2-(1-piperidinyl)ethoxy]phenyl]-methanone), C(C)(=O)OCC (ethyl acetate), CCCCCC (hexane), FC=1C=C(C=CC1)[Mg]Br (3-Fluorophenylmagnesium bromide). The solvent is CO (MeOH), C1CCOC1 (THF), C1CCOC1 (THF). Yields the product FC=1C=C(C=CC1)C1=C(C2=C(S1)C=C(C=C2)OC)C(=O)C2=CC=C(C=C2)OCCN2CCCCC2 ([2-(3-Fluorophenyl)-6-methoxybenzo[b]thien-3-yl] [4-[2-(1-piperidinyl)ethoxy]phenyl]methanone). The yield is 67.9%. Reaction SMILES: CN(C)[C:3]1[S:4][C:5]2[CH:28]=[C:27]([O:29][CH3:30])[CH:26]=[CH:25][C:6]=2[C:7]=1[C:8]([C:10]1[CH:15]=[CH:14][C:13]([O:16][CH2:17][CH2:18][N:19]2[CH2:24][CH2:23][CH2:22][CH2:21][CH2:20]2)=[CH:12][CH:11]=1)=[O:9].[F:32][C:33]1[CH:34]=[C:35]([Mg]Br)[CH:36]=[CH:37][CH:38]=1.CCCCCC.C(OCC)(=O)C>C1COCC1.CO>[F:32][C:33]1[CH:38]=[C:37]([C:3]2[S:4][C:5]3[CH:28]=[C:27]([O:29][CH3:30])[CH:26]=[CH:25][C:6]=3[C:7]=2[C:8]([C:10]2[CH:15]=[CH:14][C:13]([O:16][CH2:17][CH2:18][N:19]3[CH2:24][CH2:23][CH2:22][CH2:21][CH2:20]3)=[CH:12][CH:11]=2)=[O:9])[CH:36]=[CH:35][CH:34]=1. Procedure details: By the method described in Example 1, [2-dimethylamino-6-methoxybenzothien-3-yl][4-[2-(1-piperidinyl)ethoxy]phenyl]-methanone (1.5 g, 3.4 mmol) in THF (13 mL) was treated with a 1.9 M THF solution of 3-Fluorophenylmagnesium bromide (9.0 mL, 17 mmol) to provide, after chromatography (silica gel, 1:1 hexane:ethyl acetate, 0-10% MeOH) 1.13 g (68%) of the title compound as an off-white solid: 1H NMR d 1.44 (m, 2H), 1.58 (m, 4H), 2.47 (m, 4H), 2.73 (t, J=6.0 Hz, 2H), 3.89 (s, 3H), 4.08 (t, J=6.0 Hz, ... Starting materials: CCN(C(C)C)C(C)C, COC(=O)Cl, ClCCl, COC(=O)C1CCNC(Cc2ccccc2C(F)(F)F)C1. The product is COC(=O)C1CCN(C(=O)OC)C(Cc2ccccc2C(F)(F)F)C1. Reaction SMILES: [CH:27]([N:28]([CH2:29][CH3:30])[CH:31]([CH3:32])[CH3:33])([CH3:34])[CH3:35].[Cl:1][C:2](=[O:3])[O:4][CH3:5].[Cl:36][CH2:37][Cl:38].[F:6][C:7]([c:8]1[c:9]([CH2:10][CH:11]2[NH:12][CH2:13][CH2:14][CH:15]([C:17](=[O:18])[O:19][CH3:20])[CH2:16]2)[cH:21][cH:22][cH:23][cH:24]1)([F:25])[F:26]>>[C:2](=[O:3])([O:4][CH3:5])[N:12]1[CH:11]([CH2:10][c:9]2[c:8]([C:7]([F:6])([F:25])[F:26])[cH:24][cH:23][cH:22][cH:21]2)[CH2:16][CH:15]([C:17](=[O:18])[O:19][CH3:20])[CH2:14][CH2:13]1.